The task is: describe an organic reaction: reactants, conditions, products, and yield. This data is from the Open Reaction Database (ORD), a public repository of structured organic reaction records. Reactants: ClCC(=O)Cl (chloroacetyl chloride), C1(CC(C(CC1)C(C)C)O)C ((−)-menthol), N1=CC=CC=C1 (pyridine). Run in C(C)OCC (diethyl ether), C(C)OCC (diethyl ether). Run at time 2 hour. The product is ClCC(=O)OC1CC(CCC1C(C)C)C ((−)-menthyl chloroacetate). Isolated yield 94.7%. RXN SMILES: [Cl:1][CH2:2][C:3](Cl)=[O:4].[CH:6]1([CH3:16])[CH2:11][CH2:10][CH:9]([CH:12]([CH3:14])[CH3:13])[CH:8]([OH:15])[CH2:7]1.N1C=CC=CC=1>C(OCC)C>[Cl:1][CH2:2][C:3]([O:15][CH:8]1[CH:9]([CH:12]([CH3:13])[CH3:14])[CH2:10][CH2:11][CH:6]([CH3:16])[CH2:7]1)=[O:4]. Procedure: A solution of chloroacetyl chloride (6.4 mL, 80 mmol) in 40 mL anhydrous diethyl ether was added dropwise within 2 h to a solution of (−)-menthol (3a) (12.5 g, 80 mmol) and pyridine (6.5 mL, 80 mmol) in anhydrous diethyl ether (160 mL) at 0° C. After warming to RT, the white suspension was stirred for 2 h and the resulting mixture was then filtered. The filtrate was washed with HCl (60 mL, 2 N), saturated. NaHCO3 (60 mL), brine and dried with Na2SO4. Removal of the solvent and drying under vacuu... Reactants: [Li]CCCC, COC(OC)P(=O)(c1ccccc1)c1ccccc1, CC(C)(C)[O-], CC(C)NC(C)C, O=Cc1cc(Cl)cnc1Cl, Cl, [K+], C1CCOC1. Yields the product COC(=O)Cc1cc(Cl)cnc1Cl. RXN SMILES: [CH2:8]([Li:9])[CH2:10][CH2:11][CH3:12].[CH3:13][O:14][CH:15]([O:16][CH3:31])[P:17](=[O:18])([c:19]1[cH:20][cH:21][cH:22][cH:23][cH:24]1)[c:25]1[cH:26][cH:27][cH:28][cH:29][cH:30]1.[CH3:42][C:43]([CH3:44])([O-:45])[CH3:46].[CH:1]([NH:2][CH:3]([CH3:4])[CH3:5])([CH3:6])[CH3:7].[Cl:32][c:33]1[n:34][cH:35][c:36]([Cl:41])[cH:37][c:38]1[CH:39]=[O:40].[ClH:48].[K+:47].[O:49]1[CH2:50][CH2:51][CH2:52][CH2:53]1>>[CH3:13][O:14][C:15](=[O:16])[CH2:39][c:38]1[c:33]([Cl:32])[n:34][cH:35][c:36]([Cl:41])[cH:37]1. The reactants are BrC1=C2C=CC(=[N+](C2=CC(=C1[C@@H](COC(C(C)(C)C)=O)OC(C)(C)C)C)[O-])C ((S)-5-bromo-6-(1-tert-butoxy-2-(pivaloyloxy)ethyl)-2,7-dimethylquinoline 1-oxide), C(C(C)(C)C)(=O)OC[C@H](C=1C(=C2C=CC(=NC2=CC1C)C)C1=CC=C(C=C1)Cl)OC(C)(C)C ((S)-2-tert-butoxy-2-(5-(4-chlorophenyl)-2,7-dimethylquinolin-6-yl)ethyl pivalate). The product is C(C)(C)(C)O[C@H](COC(C(C)(C)C)=O)C=1C(=C2C=CC(=[N+](C2=CC1C)[O-])C)C1=CC=C(C=C1)Cl ((S)-6-(1-tert-Butoxy-2-(pivaloyloxy)ethyl)-5-(4-chlorophenyl)-2,7-dimethylquinoline 1-oxide). Reaction SMILES: Br[C:2]1[C:11]([C@H:12]([O:21][C:22]([CH3:25])([CH3:24])[CH3:23])[CH2:13][O:14][C:15](=[O:20])[C:16]([CH3:19])([CH3:18])[CH3:17])=[C:10]([CH3:26])[CH:9]=[C:8]2[C:3]=1[CH:4]=[CH:5][C:6]([CH3:28])=[N+:7]2[O-:27].C(OC[C@@H](OC(C)(C)C)C1C([C:50]2[CH:55]=[CH:54][C:53]([Cl:56])=[CH:52][CH:51]=2)=C2C(=CC=1C)N=C(C)C=C2)(=O)C(C)(C)C>>[C:22]([O:21][C@@H:12]([C:11]1[C:2]([C:50]2[CH:55]=[CH:54][C:53]([Cl:56])=[CH:52][CH:51]=2)=[C:3]2[C:8](=[CH:9][C:10]=1[CH3:26])[N+:7]([O-:27])=[C:6]([CH3:28])[CH:5]=[CH:4]2)[CH2:13][O:14][C:15](=[O:20])[C:16]([CH3:19])([CH3:18])[CH3:17])([CH3:25])([CH3:24])[CH3:23]. Procedure details: Following the procedure used to prepare compound (S)-5-bromo-6-(1-tert-butoxy-2-(pivaloyloxy)ethyl)-2,7-dimethylquinoline 1-oxide of Example 9, except that (S)-2-tert-butoxy-2-(5-(4-chlorophenyl)-2,7-dimethylquinolin-6-yl)ethyl pivalate was used instead of (S)-2-(5-bromo-2,7-dimethylquinolin-6-yl)-2-tert-butoxyethyl pivalate. LCMS-ESI+ (m/z): 484.3, 486.3 (M+H)+. Starting materials: CC(C)(C)[O-], COCCOC, OCc1coc(-c2ccc(Cl)cc2)n1, [K+], CC1(C)OCC(COc2ccc(-c3c(C#N)c(N)nc(Sc4ccccc4)c3C#N)cc2)O1, O. The product is CC1(C)OCC(COc2ccc(-c3c(C#N)c(N)nc(OCc4coc(-c5ccc(Cl)cc5)n4)c3C#N)cc2)O1. RXN SMILES: [CH3:1][C:2]([CH3:3])([O-:4])[CH3:5].[CH3:55][O:56][CH2:57][CH2:58][O:59][CH3:60].[Cl:7][c:8]1[cH:9][cH:10][c:11](-[c:14]2[o:15][cH:16][c:17]([CH2:19][OH:20])[n:18]2)[cH:12][cH:13]1.[K+:6].[NH2:21][c:22]1[n:23][c:24]([S:47][c:48]2[cH:49][cH:50][cH:51][cH:52][cH:53]2)[c:25]([C:45]#[N:46])[c:26](-[c:30]2[cH:31][cH:32][c:33]([O:36][CH2:37][CH:38]3[O:39][C:40]([CH3:43])([CH3:44])[O:41][CH2:42]3)[cH:34][cH:35]2)[c:27]1[C:28]#[N:29].[OH2:54]>>[Cl:7][c:8]1[cH:9][cH:10][c:11](-[c:14]2[o:15][cH:16][c:17]([CH2:19][O:20][c:24]3[n:23][c:22]([NH2:21])[c:27]([C:28]#[N:29])[c:26](-[c:30]4[cH:31][cH:32][c:33]([O:36][CH2:37][CH:38]5[O:39][C:40]([CH3:43])([CH3:44])[O:41][CH2:42]5)[cH:34][cH:35]4)[c:25]3[C:45]#[N:46])[n:18]2)[cH:12][cH:13]1. Reactants: C(=C)OCC (ethyl vinyl ether), C(C)(=O)O (acetic acid), C(C)(=O)Cl (acetyl chloride), C(=C)OCC (ethyl vinyl ether). Run at temperature 30 celsius, time 1 hour. Yields the product C(C)(=O)OC(C)OCC (1-ethoxy-1-ethanol acetate). Reaction SMILES: [C:1]([OH:4])(=[O:3])[CH3:2].C(Cl)(=O)C.[CH:9]([O:11][CH2:12][CH3:13])=[CH2:10]>>[C:1]([O:4][CH:9]([O:11][CH2:12][CH3:13])[CH3:10])(=[O:3])[CH3:2]. Procedure: Into a 500 ml reaction flask, equipped with stirrer, cooling bath, thermometer, addition funnel and nitrogen blanket apparatus, is added 60 ml of acetic acid (1.1 moles) and 0.1 ml of acetyl chloride. Dropwise over a period of one hour, while maintaining the reaction mass at 30° C., is added 100 ml (1.0 moles) of ethyl vinyl ether. At the end of the addition of said ethyl vinyl ether, the reaction mass is stirred for a period of twelve hours, while maintaining the temperature thereof at 30° C. As a reaction SMILES: [CH3:1][O:2][C:3]1[CH:4]=[C:5]2[C:10](=[CH:11][CH:12]=1)[CH:9]=[C:8]([OH:13])[CH:7]=[CH:6]2.C(=O)([O-])[O-].[Cs+].[Cs+].[Br:20][CH:21](Br)[CH3:22]>CN(C=O)C>[Br:20][CH2:21][CH2:22][O:13][C:8]1[CH:7]=[CH:6][C:5]2[C:10](=[CH:11][CH:12]=[C:3]([O:2][CH3:1])[CH:4]=2)[CH:9]=1 |f:1.2.3|. Product: BrCCOC1=CC2=CC=C(C=C2C=C1)OC (2-(2-Bromo-ethoxy)-6-methoxynaphthalene). The solvent is CN(C)C=O (DMF). Run at temperature 55 celsius. Reported procedure: To a solution of 6-methoxynaphthalen-2-ol (1.07 g, 6.14 mmol) in DMF (4 mL) were added cesium carbonate (3.11 g, 9.55 mmol) and dibromoethane (2.5 mL, 29 mmol). The mixture was stirred and heated at 55° C. for 48 h. The reaction mixture was cooled, filtered, diluted with EtOAc, and washed with brine (2×30 mL). The organic layer was dried (Na2SO4) and concentrated. The crude product was purified using radial chromatography (2:98 to 25:75 EtOAc:Hex) to give the title compound as a white solid (0.5... The yield is 30.1%. The reactants are COC=1C=C2C=CC(=CC2=CC1)O (6-methoxynaphthalen-2-ol), C([O-])([O-])=O.[Cs+].[Cs+] (cesium carbonate), BrC(C)Br (dibromoethane). The reactants are CC1=C(C(=CC=C1)C)C=1N=C(C2=C(N1)CCNC2)N2C[C@@H](N(C[C@H]2C)C(=O)OC(C)(C)C)C (racemic tert-butyl 4-(2-(2,6-dimethylphenyl)-5,6,7,8-tetrahydropyrido[4,3-d]pyrimidin-4-yl)-(trans)-2,5-dimethylpiperazine-1-carboxylate), FC(S(=O)(=O)OC1=C(C=CC(=C1)C(C)C)C)(F)F (5-isopropyl-2-methylphenyl trifluoromethanesulfonate), chloro(2-dicyclohexylphosphino-2′-4′-6′-triisopropyl-1,1′-biphenyl)[2-(2-aminoethyl)phenyl]palladium(II)-methyl-t-butylether, C(=O)([O-])[O-].[Cs+].[Cs+] (Cs2CO3). Run in C1CCOC1 (THF). Run at temperature 130 celsius. The product is CC1=C(C(=CC=C1)C)C=1N=C(C2=C(N1)CCN(C2)C2=C(C=CC(=C2)C(C)C)C)N2C[C@@H](N(C[C@H]2C)C(=O)OC(C)(C)C)C (racemic tert-butyl 4-(2-(2,6-dimethylphenyl)-6-(5-isopropyl-2-methylphenyl)-5,6,7,8-tetrahydropyrido[4,3-d]pyrimidin-4-yl)-(trans)-2,5-dimethylpiperazine-1-carboxylate). Reaction SMILES: [CH3:1][C:2]1[CH:7]=[CH:6][CH:5]=[C:4]([CH3:8])[C:3]=1[C:9]1[N:10]=[C:11]([N:19]2[C@H:24]([CH3:25])[CH2:23][N:22]([C:26]([O:28][C:29]([CH3:32])([CH3:31])[CH3:30])=[O:27])[C@@H:21]([CH3:33])[CH2:20]2)[C:12]2[CH2:18][NH:17][CH2:16][CH2:15][C:13]=2[N:14]=1.FC(F)(F)S(O[C:40]1[CH:45]=[C:44]([CH:46]([CH3:48])[CH3:47])[CH:43]=[CH:42][C:41]=1[CH3:49])(=O)=O.C([O-])([O-])=O.[Cs+].[Cs+]>C1COCC1>[CH3:1][C:2]1[CH:7]=[CH:6][CH:5]=[C:4]([CH3:8])[C:3]=1[C:9]1[N:10]=[C:11]([N:19]2[C@H:24]([CH3:25])[CH2:23][N:22]([C:26]([O:28][C:29]([CH3:31])([CH3:30])[CH3:32])=[O:27])[C@@H:21]([CH3:33])[CH2:20]2)[C:12]2[CH2:18][N:17]([C:40]3[CH:45]=[C:44]([CH:46]([CH3:48])[CH3:47])[CH:43]=[CH:42][C:41]=3[CH3:49])[CH2:16][CH2:15][C:13]=2[N:14]=1 |f:2.3.4|. Procedure: To a solution of racemic tert-butyl 4-(2-(2,6-dimethylphenyl)-5,6,7,8-tetrahydropyrido[4,3-d]pyrimidin-4-yl)-(trans)-2,5-dimethylpiperazine-1-carboxylate (0.187 g, 0.414 mmol) in THF (4 mL) was added 5-isopropyl-2-methylphenyl trifluoromethanesulfonate (0.175 g, 0.620 mmol) prepared as described in Example 15, Cs2CO3 (0.404 g, 1.24 mmol) and chloro(2-dicyclohexylphosphino-2′-4′-6′-triisopropyl-1,1′-biphenyl)[2-(2-aminoethyl)phenyl]palladium(II)-methyl-t-butylether adduct (0.046 mg, 0.062 mmol). ...